This data is from the Open Reaction Database (ORD), a public repository of structured organic reaction records. The task is: describe an organic reaction: reactants, conditions, products, and yield Reactants: CC=1C(=NC(=NC1)NC1=CC=C(C=C1)OCCN1CCCC1)N (5-Methyl-N2-[4-(2-pyrrolidin-1-yl-ethoxy)-phenyl]-pyrimidine-2,4-diamine), BrC=1C=C(C=CC1)S(=O)(=O)N (3-bromo-benzenesulfonamide), CC1(C2=C(C(=CC=C2)P(C3=CC=CC=C3)C4=CC=CC=C4)OC5=C(C=CC=C51)P(C6=CC=CC=C6)C7=CC=CC=C7)C (Xantphos), C([O-])([O-])=O.[Cs+].[Cs+] (cesium carbonate). The reagents and catalysts are C=1C=CC(=CC1)/C=C/C(=O)/C=C/C2=CC=CC=C2.C=1C=CC(=CC1)/C=C/C(=O)/C=C/C2=CC=CC=C2.C=1C=CC(=CC1)/C=C/C(=O)/C=C/C2=CC=CC=C2.[Pd].[Pd] (Pd2(dba)3). Solvent: O1CCOCC1.CN(C)C=O (dioxane DMF). Yields the product CC=1C(=NC(=NC1)NC1=CC=C(C=C1)OCCN1CCCC1)NC=1C=C(C=CC1)S(=O)(=O)N (3-{5-Methyl-2-[4-(2-pyrrolidin-1-yl-ethoxy)-phenylamino]-pyrimidin-4-ylamino}-benzenesulfonamide), solid. Isolated yield 7.0%. RXN SMILES: [CH3:1][C:2]1[C:3]([NH2:23])=[N:4][C:5]([NH:8][C:9]2[CH:14]=[CH:13][C:12]([O:15][CH2:16][CH2:17][N:18]3[CH2:22][CH2:21][CH2:20][CH2:19]3)=[CH:11][CH:10]=2)=[N:6][CH:7]=1.Br[C:25]1[CH:26]=[C:27]([S:31]([NH2:34])(=[O:33])=[O:32])[CH:28]=[CH:29][CH:30]=1.CC1(C)C2C(=C(P(C3C=CC=CC=3)C3C=CC=CC=3)C=CC=2)OC2C(P(C3C=CC=CC=3)C3C=CC=CC=3)=CC=CC1=2.C(=O)([O-])[O-].[Cs+].[Cs+]>O1CCOCC1.CN(C=O)C.C1C=CC(/C=C/C(/C=C/C2C=CC=CC=2)=O)=CC=1.C1C=CC(/C=C/C(/C=C/C2C=CC=CC=2)=O)=CC=1.C1C=CC(/C=C/C(/C=C/C2C=CC=CC=2)=O)=CC=1.[Pd].[Pd]>[CH3:1][C:2]1[C:3]([NH:23][C:25]2[CH:26]=[C:27]([S:31]([NH2:34])(=[O:33])=[O:32])[CH:28]=[CH:29][CH:30]=2)=[N:4][C:5]([NH:8][C:9]2[CH:10]=[CH:11][C:12]([O:15][CH2:16][CH2:17][N:18]3[CH2:22][CH2:21][CH2:20][CH2:19]3)=[CH:13][CH:14]=2)=[N:6][CH:7]=1 |f:3.4.5,6.7,8.9.10.11.12|. Procedure details: A mixture of intermediate 38 (0.10 g, 0.32 mmol), 3-bromo-benzenesulfonamide (0.10 g, 0.42 mmol), Pd2(dba)3 (20 mg, 0.022 mmol), Xantphos (25 mg, 0.043 mmol) and cesium carbonate (0.20 g, 0.61 mmol) in dioxane/DMF (3/1, 4 mL) was sealed in a microwave reaction tube and irradiated with microwave at 170° C. for 25 min. After cooling to room temperature, the cap was removed and the resulting mixture filtered and the filtered solid washed with DCM. The filtrate was concentrated and the residue purif... Starting materials: BrCCOCCBr (2-bromoethylether), C([O-])([O-])=O.[K+].[K+] (potassium carbonate), CN(C=O)C (N,N-dimethylformamide), NC1=NC(=CC(=N1)Cl)Cl (2-amino-4,6-dichloropyrimidine). The solvent is C(C)(=O)OCC (ethyl acetate). Yields the product ClC1=NC(=NC(=C1)Cl)N1CCOCC1 (4,6-dichloro-2-(morpholine-4-yl)pyrimidine). Yield: 28.1%. RXN SMILES: Br[CH2:2][CH2:3][O:4][CH2:5][CH2:6]Br.C(=O)([O-])[O-].[K+].[K+].CN(C)C=O.[NH2:19][C:20]1[N:25]=[C:24]([Cl:26])[CH:23]=[C:22]([Cl:27])[N:21]=1>C(OCC)(=O)C>[Cl:27][C:22]1[CH:23]=[C:24]([Cl:26])[N:25]=[C:20]([N:19]2[CH2:6][CH2:5][O:4][CH2:3][CH2:2]2)[N:21]=1 |f:1.2.3|. Reported procedure: 2-bromoethylether (3.65 g), potassium carbonate (8.29 g), and N,N-dimethylformamide (75 mL) were added to 2-amino-4,6-dichloropyrimidine (2.46 g), and the mixture was refluxed for 3 hours while heated. Subsequently, the reaction mixture was diluted with ethyl acetate, was washed with water, and was dried over anhydrous sodium sulfate. The solvent was removed and the resulting residue was purified on a silica gel column chromatography (hexane:ethyl acetate=5:1) to obtain 4,6-dichloro-2-(morpholin...